From a dataset of the Open Reaction Database (ORD), a public repository of structured organic reaction records. describe an organic reaction: reactants, conditions, products, and yield Starting materials: COc1ccc(C(=O)N(C)OC)cc1C#N, C1CCOC1, [Li]CCCC, C#CC(C)(C)O[Si](C)(C)C. The product is COc1ccc(C(=O)C#CC(C)(C)O[Si](C)(C)C)cc1C#N. RXN SMILES: [C:16](#[N:17])[c:18]1[cH:19][c:20]([C:21](=[O:22])[N:23]([O:24][CH3:25])[CH3:26])[cH:27][cH:28][c:29]1[O:30][CH3:31].[CH2:32]1[O:33][CH2:34][CH2:35][CH2:36]1.[CH3:11][CH2:12][CH2:13][CH2:14][Li:15].[CH3:1][Si:2]([O:3][C:4]([CH3:5])([C:6]#[CH:7])[CH3:8])([CH3:9])[CH3:10]>>[CH3:1][Si:2]([O:3][C:4]([CH3:5])([C:6]#[C:7][C:21]([c:20]1[cH:19][c:18]([C:16]#[N:17])[c:29]([O:30][CH3:31])[cH:28][cH:27]1)=[O:22])[CH3:8])([CH3:9])[CH3:10]. The reactants are ClCC1=NC2=CC(=C(C=C2C(=N1)C1=CC(=C(C=C1)OC)OC)OC)OC (2-chloromethyl-4-(3,4-dimethoxyphenyl)-6,7-dimethoxyquinazoline), C(C)(CC)N (sec-butylamine). Yields the product C(C)(CC)NCC1=NC2=CC(=C(C=C2C(=N1)C1=CC(=C(C=C1)OC)OC)OC)OC (2-(sec-butylaminomethyl)-4-(3,4-dimethoxyphenyl)-6,7-dimethoxyquinazoline). RXN SMILES: Cl[CH2:2][C:3]1[N:12]=[C:11]([C:13]2[CH:18]=[CH:17][C:16]([O:19][CH3:20])=[C:15]([O:21][CH3:22])[CH:14]=2)[C:10]2[C:5](=[CH:6][C:7]([O:25][CH3:26])=[C:8]([O:23][CH3:24])[CH:9]=2)[N:4]=1.[CH:27]([NH2:31])([CH2:29][CH3:30])[CH3:28]>>[CH:27]([NH:31][CH2:2][C:3]1[N:12]=[C:11]([C:13]2[CH:18]=[CH:17][C:16]([O:19][CH3:20])=[C:15]([O:21][CH3:22])[CH:14]=2)[C:10]2[C:5](=[CH:6][C:7]([O:25][CH3:26])=[C:8]([O:23][CH3:24])[CH:9]=2)[N:4]=1)([CH2:29][CH3:30])[CH3:28]. Procedure: According to the same manner as that described in Example 56, 2-chloromethyl-4-(3,4-dimethoxyphenyl)-6,7-dimethoxyquinazoline was reacted with sec-butylamine to give 2-(sec-butylaminomethyl)-4-(3,4-dimethoxyphenyl)-6,7-dimethoxyquinazoline. This compound was recrystallized from ethyl acetate - hexane. Colorless prisms, mp. 118°-120° C.